This data is from the Open Reaction Database (ORD), a public repository of structured organic reaction records. The task is: describe an organic reaction: reactants, conditions, products, and yield Starting materials: CN(CCNC(CN1C(=NC=2C1=NC=CC2)C2=CC=C(C=C2)C(F)(F)F)=O)C (N-[2-(dimethylamino)ethyl]-2-[4-(trifluoromethyl)phenyl]-3H-imidazo[4,5-b]pyridine-3-acetamide), Cl (hydrochloric acid). Solvent: C(C)(C)O (isopropyl alcohol). Yields the product Cl.CN(CCNC(CN1C(=NC=2C1=NC=CC2)C2=CC=C(C=C2)C(F)(F)F)=O)C (N-[2-(Dimethylamino)ethyl]-2-[4-(trifluoromethyl)phenyl]-3H-imidazo[4,5-b]pyridine-3-acetamide hydrochloride). Reaction SMILES: [CH3:1][N:2]([CH3:28])[CH2:3][CH2:4][NH:5][C:6](=[O:27])[CH2:7][N:8]1[C:12]2=[N:13][CH:14]=[CH:15][CH:16]=[C:11]2[N:10]=[C:9]1[C:17]1[CH:22]=[CH:21][C:20]([C:23]([F:26])([F:25])[F:24])=[CH:19][CH:18]=1.[ClH:29]>C(O)(C)C>[ClH:29].[CH3:1][N:2]([CH3:28])[CH2:3][CH2:4][NH:5][C:6](=[O:27])[CH2:7][N:8]1[C:12]2=[N:13][CH:14]=[CH:15][CH:16]=[C:11]2[N:10]=[C:9]1[C:17]1[CH:22]=[CH:21][C:20]([C:23]([F:25])([F:26])[F:24])=[CH:19][CH:18]=1 |f:3.4|. Procedure details: A solution of 2.3 g of N-[2-(dimethylamino)ethyl]-2-[4-(trifluoromethyl)phenyl]-3H-imidazo[4,5-b]pyridine-3-acetamide in hot isopropyl alcohol was acidified with concentrated hydrochloric acid. The solvents were evaporated under reduced pressure and the residue redissolved in hot isopropyl alcohol and methanol, filtered, and while still hot, isopropyl ether was added to the cloud point. Solid precipitated upon cooling to room temperature. The solid was collected by filtration to give 1.8 g of a ...